This data is from the Open Reaction Database (ORD), a public repository of structured organic reaction records. The task is: describe an organic reaction: reactants, conditions, products, and yield Reactants: N1CCC(C(=O)OCC)CC1 (ethyl isonipecotate), CC=1C=C(C=CC1C)Br (3,4-dimethylbromobenzene), aryl halide, N1CCSCC1 (thiomorpholine), secondary amine. As a reaction SMILES: [NH:1]1[CH2:11][CH2:10][CH:4]([C:5]([O:7]CC)=O)[CH2:3][CH2:2]1.[CH3:12][C:13]1[CH:14]=[C:15](Br)[CH:16]=[CH:17][C:18]=1[CH3:19].[NH:21]1[CH2:26][CH2:25][S:24][CH2:23][CH2:22]1>>[CH3:12][C:13]1[CH:14]=[C:15]([N:1]2[CH2:2][CH2:3][CH:4]([C:5]([N:21]3[CH2:26][CH2:25][S:24][CH2:23][CH2:22]3)=[O:7])[CH2:10][CH2:11]2)[CH:16]=[CH:17][C:18]=1[CH3:19]. Procedure: The title compound was prepared from commercially available ethyl isonipecotate, 3,4-dimethylbromobenzene as the aryl halide, and thiomorpholine as the secondary amine utilizing general procedures A and B described above. 1H NMR (300 MHz, CDCl3) 1H NMR (CDCl3) δ 7.01 (d, J=7.8 Hz, 1H), 6.76 (d, J=2.3 Hz, 1H), 6.70 (dd, J=2.3, 7.8 Hz, 1H), 3.90 (m, 2H), 3.80 (m, 2H), 2.96 (m, 1H), 2.89 (m, 1H), 2.71-2.50 (m, 7H), 2.23 (s, 3H), 2.18 (s, 3H), 2.04 (dd, J=2.6, 12.2 Hz, 1H), 1.93 (dd, J=3.3, 12.3 Hz,... The product is CC=1C=C(C=CC1C)N1CCC(CC1)C(=O)N1CCSCC1 ([1-(3,4-Dimethyl-phenyl)-piperidin-4-yl]-thiomorpholin-4-yl-methanone). The reactants are Cl.C(C1=CC=CC=C1)N1CC(C(CC1)C(=O)OCC)=O (ethyl 1-benzyl-3-oxopiperidine-4-carboxylate hydrochloride), NN (hydrazine). Run at time 48 hour. The product is C(C1=CC=CC=C1)N1CC2=C(CC1)C(=NN2)O (6-benzyl-4,5,6,7-tetrahydro-1H-pyrazolo[3,4-c]pyridin-3-ol). As a reaction SMILES: Cl.[CH2:2]([N:9]1[CH2:14][CH2:13][CH:12]([C:15]([O:17]CC)=O)[C:11](=O)[CH2:10]1)[C:3]1[CH:8]=[CH:7][CH:6]=[CH:5][CH:4]=1.[NH2:21][NH2:22]>>[CH2:2]([N:9]1[CH2:14][CH2:13][C:12]2[C:15]([OH:17])=[N:21][NH:22][C:11]=2[CH2:10]1)[C:3]1[CH:8]=[CH:7][CH:6]=[CH:5][CH:4]=1 |f:0.1|. Reported procedure: A mixture of ethyl 1-benzyl-3-oxopiperidine-4-carboxylate hydrochloride (10.0 g, 34 mmol, Aldrich) and hydrazine (30 mL, 824 mmol, Aldrich) was stirred at RT for 48 h. The volatile solvents were removed in vacuo, and the residue was azeotroped with MeOH (1×), then recrystallized from MeOH to obtain the title compound MS (ESI, pos. ion) m/z: 230 (M+1). The reactants are COC1=CC(=CC=C1)OC (1,3-dimethoxybenzene), C(CCC)[Li] (n-butyllithium), O (water), Cl[Si](C)(C)CCl (chloro(chloromethyl)dimethylsilane). The solvent is O1CCCC1 (tetrahydrofuran), CCCCCC (hexane), C(C)(=O)OCC (ethyl acetate). Conditions: time 1 hour. Product: ClC[Si](C)(C)C1=C(C=CC=C1OC)OC (Chloromethyl(2,6-dimethoxyphenyl)dimethylsilane). Yield: 83.5%. Reaction SMILES: [CH3:1][O:2][C:3]1[CH:8]=[CH:7][CH:6]=[C:5]([O:9][CH3:10])[CH:4]=1.C([Li])CCC.Cl[Si:17]([CH2:20][Cl:21])([CH3:19])[CH3:18].O>O1CCCC1.CCCCCC.C(OCC)(=O)C>[Cl:21][CH2:20][Si:17]([C:4]1[C:3]([O:2][CH3:1])=[CH:8][CH:7]=[CH:6][C:5]=1[O:9][CH3:10])([CH3:19])[CH3:18]. Procedure: A solution of 25.0 g (0.181 mol) of 1,3-dimethoxybenzene in 250 ml of tetrahydrofuran was stirred at room temperature under nitrogen while 125 ml (0.200 mol) of 1.6 molar n-butyllithium in hexane was added dropwise over 30 minutes. The resulting mixture was refluxed 1.5 hour, giving an orange-brown solution that was cooled to 5° and stirred while 27 ml (29.4 g, 0.205 mol) of chloro(chloromethyl)dimethylsilane was added dropwise over 15 minutes. The resulting white suspension was allowed to warm ... Reactants: ClC=1C=C2C(N(C(C2=CC1Cl)=O)CC1CC2(OCCO2)CCO1)=O (5,6-Dichloro-2-(1,4,8-trioxa-spiro[4.5]dec-7-ylmethyl)-isoindole-1,3-dione), Cl (hydrochloric acid). The solvent is O1CCCC1 (tetrahydrofuran). Run at temperature 75 celsius. Product: ClC=1C=C2C(N(C(C2=CC1Cl)=O)CC1OCCC(C1)=O)=O (5,6-dichloro-2-(4-oxo-tetrahydropyran-2-ylmethyl)-isoindole-1,3-dione). Yield: 82.3%. As a reaction SMILES: [Cl:1][C:2]1[CH:3]=[C:4]2[C:8](=[CH:9][C:10]=1[Cl:11])[C:7](=[O:12])[N:6]([CH2:13][CH:14]1[O:23][CH2:22][CH2:21][C:16]3(OCC[O:17]3)[CH2:15]1)[C:5]2=[O:24].Cl>O1CCCC1>[Cl:1][C:2]1[CH:3]=[C:4]2[C:8](=[CH:9][C:10]=1[Cl:11])[C:7](=[O:12])[N:6]([CH2:13][CH:14]1[CH2:15][C:16](=[O:17])[CH2:21][CH2:22][O:23]1)[C:5]2=[O:24]. Procedure details: 5,6-Dichloro-2-(1,4,8-trioxa-spiro[4.5]dec-7-ylmethyl)-isoindole-1,3-dione (87 mg, 0.23 mmol) was dissolved in tetrahydrofuran (2.5 ml). 1.0 N hydrochloric acid (1.0 ml) was added to the solution and the mixture was heated at 75° C. for 20 h. The heterogeneous mixture was evaporated to dryness in vacuo and the resulting solid was dissolved in dichloromethane (10 ml) and washed with water (3×2 ml). The organic layer was dried (MgSO4), filtered and the solvent evaporated in vacuo affording 62.1 mg... The reactants are CCOC(C)=O, N#Cc1ccc2c(c1)OCCC2N=[N+]=[N-]. The product is N#Cc1ccc2c(c1)OCCC2N. RXN SMILES: [CH3:16][CH2:17][O:18][C:19]([CH3:20])=[O:21].[N:1](=[N+:2]=[N-:3])[CH:4]1[CH2:5][CH2:6][O:7][c:8]2[cH:9][c:10]([C:14]#[N:15])[cH:11][cH:12][c:13]21>>[NH2:1][CH:4]1[CH2:5][CH2:6][O:7][c:8]2[cH:9][c:10]([C:14]#[N:15])[cH:11][cH:12][c:13]21. The reactants are O=Cc1ccc(Br)cc1F, CC(C)(C)S(N)=O, ClCCl, [Mg+2], O=S(=O)([O-])[O-], Cc1ccc(S(=O)(=O)[O-])cc1, c1cc[nH+]cc1. Yields the product CC(C)(C)S(=O)N=Cc1ccc(Br)cc1F. As a reaction SMILES: [Br:8][c:9]1[cH:10][c:11]([F:17])[c:12]([CH:13]=[O:14])[cH:15][cH:16]1.[CH3:1][C:2]([CH3:3])([CH3:4])[S:5](=[O:6])[NH2:7].[Cl:41][CH2:42][Cl:43].[Mg+2:35].[O-:36][S:37](=[O:38])(=[O:39])[O-:40].[c:18]1([CH3:19])[cH:20][cH:21][c:22]([S:23]([O-:24])(=[O:25])=[O:26])[cH:27][cH:28]1.[nH+:29]1[cH:30][cH:31][cH:32][cH:33][cH:34]1>>[CH3:1][C:2]([CH3:3])([CH3:4])[S:5](=[O:6])[N:7]=[CH:13][c:12]1[c:11]([F:17])[cH:10][c:9]([Br:8])[cH:16][cH:15]1. The reactants are C(CC=C)C1=NOC2=C1C=CC=C2 (3-But-3-enyl-benzo[d]isoxazole), O1CCOCC1 (1,4-dioxane), I(=O)(=O)(=O)[O-].[Na+] (Sodium metaperiodate). The reagents and catalysts are [Os](=O)(=O)(=O)=O (osmium tetroxide). Run in O (water), C(C)(=O)OCC (Ethyl acetate), O (water). Run at time 1 hour. Product: O1N=C(C2=C1C=CC=C2)CCC=O (3-(Benzo[d]isoxazol-3-yl)-propionaldehyde). As a reaction SMILES: [CH2:1]([C:5]1[C:9]2[CH:10]=[CH:11][CH:12]=[CH:13][C:8]=2[O:7][N:6]=1)[CH2:2][CH:3]=C.[O:14]1CCOCC1.I([O-])(=O)(=O)=O.[Na+]>[Os](=O)(=O)(=O)=O.O.C(OCC)(=O)C>[O:7]1[C:8]2[CH:13]=[CH:12][CH:11]=[CH:10][C:9]=2[C:5]([CH2:1][CH2:2][CH:3]=[O:14])=[N:6]1 |f:2.3|. Reported procedure: Compound 26 (549 mg, 3.2 mmol), water (5 mL), 1,4-dioxane (15 mL) and osmium tetroxide (15 mg, 0.06 mmol) were stirred for 5 min. in a small flask. Sodium metaperiodate (1.56 g, 7.3 mmol) was added over 30 min. and the suspension was then stirred for 1 hour. Ethyl acetate and water were added. The phases were separated and the aqueous phase was extracted with ethyl acetate and dichloromethane. The combined organic phases were dried over magnesium sulphate and evaporated to dryness to produce 784... As a reaction SMILES: [C:1](Cl)(=[O:5])[CH:2]([CH3:4])[CH3:3].[NH2:7][CH2:8][C:9]1[C:14]([CH2:15][OH:16])=[C:13]([CH3:17])[CH:12]=[CH:11][N:10]=1.O>C(Cl)Cl.C([O-])([O-])=O.[Na+].[Na+]>[OH:16][CH2:15][C:14]1[C:9]([CH2:8][NH:7][C:1](=[O:5])[CH:2]([CH3:4])[CH3:3])=[N:10][CH:11]=[CH:12][C:13]=1[CH3:17] |f:4.5.6|. Reaction conditions: temperature 0 celsius, time 30 minute. Solvent: C(Cl)Cl (DCM), C(Cl)Cl (DCM), C(=O)([O-])[O-].[Na+].[Na+] (Na2CO3), C(Cl)Cl (DCM). Product: OCC=1C(=NC=CC1C)CNC(C(C)C)=O (N-(3-Hydroxymethyl-4-methyl-pyridin-2-ylmethyl)-isobutyramide). Reported procedure: A solution of isobutyryl chloride (29 μL, 0.276 mmol) in DCM (0.20 mL) was added to a vigorously stirred mixture of (2-aminomethyl-4-methyl-pyridin-3-yl)-methanol (30 mg, 0.20 mmol) in DCM (1.0 mL) and aqueous Na2CO3 (1 M, 1 mL) at 0° C. After stirring for 30 min at 0° C., DCM (10 mL) and water (1 mL) was added, and the aqueous layer was extracted with DCM (1×10 mL). The combined organic layers were dried over Na2SO4, filtered, and concentrated in vacuo. The residue was purified by flash chromat... Reactants: C(C(C)C)(=O)Cl (isobutyryl chloride), NCC1=NC=CC(=C1CO)C ((2-aminomethyl-4-methyl-pyridin-3-yl)-methanol), O (water). Reactants: ClCCl, COc1ccc(NC(C)=O)c(C)c1, O=[N+]([O-])O, Cl[Sn](Cl)(Cl)Cl. Reaction SMILES: [CH2:23]([Cl:24])[Cl:25].[CH3:10][O:11][c:12]1[cH:13][c:14]([CH3:22])[c:15]([NH:18][C:19]([CH3:20])=[O:21])[cH:16][cH:17]1.[OH:6][N+:7]([O-:8])=[O:9].[Sn:1]([Cl:2])([Cl:3])([Cl:4])[Cl:5]>>[O-:6][N+:7](=[O:9])[c:17]1[c:12]([O:11][CH3:10])[cH:13][c:14]([CH3:22])[c:15]([NH:18][C:19]([CH3:20])=[O:21])[cH:16]1. Product: COc1cc(C)c(NC(C)=O)cc1[N+](=O)[O-].